Dataset: the Open Reaction Database (ORD), a public repository of structured organic reaction records. Task: describe an organic reaction: reactants, conditions, products, and yield Reactants: solid, Cl.Cl.Cl.CC=1C2=C(C(=NC1)N1CCN(CC1)CC[C@@H]1CC[C@H](CC1)N)CCO2 (trans-4-{2-[4-(7-methyl-2,3-dihydro-furo[3,2-c]pyridin-4-yl)-piperazin-1-yl]-ethyl}-cyclohexylamine trihydrochloride), Cl.Cl.Cl.CC=1C2=C(C(=NC1)N1CCN(CC1)CC[C@@H]1CC[C@H](CC1)N)CCO2 (trans-4-{2-[4-(7-methyl-2,3-dihydro-furo[3,2-c]pyridin-4-yl)-piperazin-1-yl]-ethyl}-cyclohexylamine trihydrochloride), COCCC(=O)O (3-methoxypropionic acid). Yields the product COCCC(=O)N[C@@H]1CC[C@H](CC1)CCN1CCN(CC1)C1=NC=C(C2=C1CCO2)C (trans-3-Methoxy-N-(4-{2-[4-(7-methyl-2,3-dihydro-furo[3,2-c]pyridin-4-yl)-piperazin-1-yl]-ethyl}-cyclohexyl)-propionamide). Reaction SMILES: Cl.Cl.Cl.[CH3:4][C:5]1[C:6]2[O:28][CH2:27][CH2:26][C:7]=2[C:8]([N:11]2[CH2:16][CH2:15][N:14]([CH2:17][CH2:18][C@H:19]3[CH2:24][CH2:23][C@H:22]([NH2:25])[CH2:21][CH2:20]3)[CH2:13][CH2:12]2)=[N:9][CH:10]=1.[CH3:29][O:30][CH2:31][CH2:32][C:33](O)=[O:34]>>[CH3:29][O:30][CH2:31][CH2:32][C:33]([NH:25][C@H:22]1[CH2:21][CH2:20][C@H:19]([CH2:18][CH2:17][N:14]2[CH2:13][CH2:12][N:11]([C:8]3[C:7]4[CH2:26][CH2:27][O:28][C:6]=4[C:5]([CH3:4])=[CH:10][N:9]=3)[CH2:16][CH2:15]2)[CH2:24][CH2:23]1)=[O:34] |f:0.1.2.3|. Reported procedure: The title compound, off-white solid (53 mg, 82%), MS (ISP) m/z=431.6 [(M+H)+], mp 163.5° C., was prepared in accordance with the general method of example 32 from trans-4-{2-[4-(7-methyl-2,3-dihydro-furo[3,2-c]pyridin-4-yl)-piperazin-1-yl]-ethyl}-cyclohexylamine trihydrochloride (intermediate G) (68.1 mg, 0.15 mmol) and 3-methoxypropionic acid.